From a dataset of the Open Reaction Database (ORD), a public repository of structured organic reaction records. describe an organic reaction: reactants, conditions, products, and yield The reactants are COC1=C(C=CC=C1C)OC1=C(C=CC=C1)F (2-fluorophenyl 2-methoxy-3-methylphenyl ether), BrN1C(CCC1=O)=O (N-bromosuccinimide). The reagents and catalysts are N(=NC(C#N)(C)C)C(C#N)(C)C (azobisisobutyronitrile). Run in C1=CC=CC=C1 (benzene). Yields the product COC1=C(C=CC=C1CBr)OC1=C(C=CC=C1)F (2-fluorophenyl 2-methoxy-3-bromomethylphenyl ether). Isolated yield 114.2%. RXN SMILES: [CH3:1][O:2][C:3]1[C:8]([CH3:9])=[CH:7][CH:6]=[CH:5][C:4]=1[O:10][C:11]1[CH:16]=[CH:15][CH:14]=[CH:13][C:12]=1[F:17].[Br:18]N1C(=O)CCC1=O>C1C=CC=CC=1.N(C(C)(C)C#N)=NC(C)(C)C#N>[CH3:1][O:2][C:3]1[C:8]([CH2:9][Br:18])=[CH:7][CH:6]=[CH:5][C:4]=1[O:10][C:11]1[CH:16]=[CH:15][CH:14]=[CH:13][C:12]=1[F:17]. Reported procedure: A mixture of 2-fluorophenyl 2-methoxy-3-methylphenyl ether (11.5 g), N-bromosuccinimide (9 g) and azobisisobutyronitrile (0.9 g) in benzene (100 ml) was treated in a similar manner to that of Example 5-(3) to give oily 2-fluorophenyl 2-methoxy-3-bromomethylphenyl ether (17.6 g).